This data is from the Open Reaction Database (ORD), a public repository of structured organic reaction records. The task is: describe an organic reaction: reactants, conditions, products, and yield Starting materials: C1CCC2=NCCCN2CC1, C1CCOC1, CCNC(=O)Nc1nc2c(s1)C(Sc1ccccc1)(Sc1ccccc1)CCC2. The product is CCNC(=O)Nc1nc2c(s1)C(Sc1ccccc1)=CCC2. Reaction SMILES: [CH2:30]1[CH2:31][CH2:32][C:33]2=[N:38][CH2:37][CH2:36][CH2:35][N:34]2[CH2:39][CH2:40]1.[CH2:41]1[O:42][CH2:43][CH2:44][CH2:45]1.[c:1]1([S:7][C:8]2([S:23][c:24]3[cH:25][cH:26][cH:27][cH:28][cH:29]3)[CH2:9][CH2:10][CH2:11][c:12]3[n:13][c:14]([NH:17][C:18](=[O:19])[NH:20][CH2:21][CH3:22])[s:15][c:16]32)[cH:2][cH:3][cH:4][cH:5][cH:6]1>>[c:1]1([S:7][C:8]2=[CH:9][CH2:10][CH2:11][c:12]3[n:13][c:14]([NH:17][C:18](=[O:19])[NH:20][CH2:21][CH3:22])[s:15][c:16]32)[cH:2][cH:3][cH:4][cH:5][cH:6]1. Starting materials: CN1C=C(C=CC1=O)C(CC(C1=C(C=CC=C1)C)C1=CC=C(C(=O)NCC(C(F)(F)F)O)C=C1)=O (4-(3-(1-methyl-6-oxo-1,6-dihydropyridin-3-yl)-3-oxo-1-o-tolylpropyl)-N-(3,3,3-trifluoro-2-hydroxypropyl)benzamide), Cl.NO (hydroxylamine hydrochloride), C(O)([O-])=O.[Na+] (sodium hydrogencarbonate). Product: O\N=C(/CC(C1=C(C=CC=C1)C)C1=CC=C(C(=O)NCC(C(F)(F)F)O)C=C1)\C1=CN(C(C=C1)=O)C ((E)-4-(3-(Hydroxyimino)-3-(1-methyl-6-oxo-1,6-dihydropyridin-3-yl)-1-o-tolylpropyl)-N-(3,3,3-trifluoro-2-hydroxypropyl)benzamide). RXN SMILES: [CH3:1][N:2]1[C:7](=[O:8])[CH:6]=[CH:5][C:4]([C:9](=O)[CH2:10][CH:11]([C:19]2[CH:34]=[CH:33][C:22]([C:23]([NH:25][CH2:26][CH:27]([OH:32])[C:28]([F:31])([F:30])[F:29])=[O:24])=[CH:21][CH:20]=2)[C:12]2[CH:17]=[CH:16][CH:15]=[CH:14][C:13]=2[CH3:18])=[CH:3]1.Cl.[NH2:37][OH:38].C(=O)([O-])O.[Na+]>>[OH:38]/[N:37]=[C:9](/[C:4]1[CH:5]=[CH:6][C:7](=[O:8])[N:2]([CH3:1])[CH:3]=1)\[CH2:10][CH:11]([C:19]1[CH:34]=[CH:33][C:22]([C:23]([NH:25][CH2:26][CH:27]([OH:32])[C:28]([F:31])([F:30])[F:29])=[O:24])=[CH:21][CH:20]=1)[C:12]1[CH:17]=[CH:16][CH:15]=[CH:14][C:13]=1[CH3:18] |f:1.2,3.4|. Procedure: In analogy to example 151, step 3, 4-(3-(1-methyl-6-oxo-1,6-dihydropyridin-3-yl)-3-oxo-1-o-tolylpropyl)-N-(3,3,3-trifluoro-2-hydroxypropyl)benzamide was reacted with hydroxylamine hydrochloride in the presence of sodium hydrogencarbonate to give the title compound as an off-white solid containing <10% of the corresponding Z isomer, MS (ESI+): m/z=502.2 [M+H]+. Starting materials: [H][H] (hydrogen), [H][H] (hydrogen), C(C)(C)(C)OC(=O)N1[C@@H](CCC1)[C@H]([C@@H](CC1=CC=CC=C1)N(CC1=CC=CC=C1)CC1=CC=CC=C1)O (2-(S)-[(2-(R)-dibenzylamino-1-(S)-hydroxy-3-phenylpropyl)]-pyrrolidine-1-carboxylic acid tert-butyl ester). Reagents/catalysts: [OH-].[OH-].[Pd+2] (palladium hydroxide on carbon). The solvent is CO (methanol). Conditions: time 2 minute. The product is C(C)(C)(C)OC(=O)N1[C@@H](CCC1)[C@H]([C@@H](CC1=CC=CC=C1)N)O (2-(S)-[(2-(R)-amino-1-(S)-hydroxy-3-phenylpropyl)]-pyrrolidine-1-carboxylic acid tert-butyl ester). Isolated yield 101.4%. As a reaction SMILES: [C:1]([O:5][C:6]([N:8]1[CH2:12][CH2:11][CH2:10][C@H:9]1[C@@H:13]([OH:37])[C@H:14]([N:22](CC1C=CC=CC=1)CC1C=CC=CC=1)[CH2:15][C:16]1[CH:21]=[CH:20][CH:19]=[CH:18][CH:17]=1)=[O:7])([CH3:4])([CH3:3])[CH3:2].[H][H]>CO.[OH-].[OH-].[Pd+2]>[C:1]([O:5][C:6]([N:8]1[CH2:12][CH2:11][CH2:10][C@H:9]1[C@@H:13]([OH:37])[C@H:14]([NH2:22])[CH2:15][C:16]1[CH:17]=[CH:18][CH:19]=[CH:20][CH:21]=1)=[O:7])([CH3:4])([CH3:2])[CH3:3] |f:3.4.5|. Reported procedure: Dissolve 2-(S)-[(2-(R)-dibenzylamino-1-(S)-hydroxy-3-phenylpropyl)]-pyrrolidine-1-carboxylic acid tert-butyl ester (610 mg, 1.2 mmol) in methanol (13 mL). Add 20% palladium hydroxide on carbon (157 mg). Bubble hydrogen gas through the mixture and stir under 1 atmosphere of hydrogen gas overnight. Bubble nitrogen through the mixture for 2 min, filter through a filtering agent, wash with methanol and concentrate to give the title compound (390 mg, 99%) Reactants: CC1CCCC(C)N1CCCN, CCOC(=O)C(C)N1CCCC1=O. Product: CC(C(=O)NCCCN1C(C)CCCC1C)N1CCCC1=O. RXN SMILES: [CH3:14][CH:15]1[N:16]([CH2:22][CH2:23][CH2:24][NH2:25])[CH:17]([CH3:21])[CH2:18][CH2:19][CH2:20]1.[CH3:1][CH:2]([C:3]([O:5][CH2:4][CH3:6])=[O:7])[N:8]1[C:9](=[O:13])[CH2:10][CH2:11][CH2:12]1>>[CH3:1][CH:2]([C:3](=[O:5])[NH:25][CH2:24][CH2:23][CH2:22][N:16]1[CH:15]([CH3:14])[CH2:20][CH2:19][CH2:18][CH:17]1[CH3:21])[N:8]1[C:9](=[O:13])[CH2:10][CH2:11][CH2:12]1. The reactants are BrC=1C=C(C2=C(CC(O2)(C)C)C1)C(=O)OC (methyl 5-bromo-2,2-dimethyl-2,3-dihydrobenzofuran-7-carboxylate), [H-].[H-].[H-].[H-].[Li+].[Al+3] (LAH). Solvent: O1CCCC1 (tetrahydrofuran). Conditions: temperature 0 celsius, time 1 hour. Yields the product BrC=1C=C(C2=C(CC(O2)(C)C)C1)CO ((5-bromo-2,2-dimethyl-2,3-dihydrobenzofuran-7-yl)methanol). As a reaction SMILES: [Br:1][C:2]1[CH:3]=[C:4]([C:13](OC)=[O:14])[C:5]2[O:9][C:8]([CH3:11])([CH3:10])[CH2:7][C:6]=2[CH:12]=1.[H-].[H-].[H-].[H-].[Li+].[Al+3]>O1CCCC1>[Br:1][C:2]1[CH:3]=[C:4]([CH2:13][OH:14])[C:5]2[O:9][C:8]([CH3:11])([CH3:10])[CH2:7][C:6]=2[CH:12]=1 |f:1.2.3.4.5.6|. Procedure: To a solution of methyl 5-bromo-2,2-dimethyl-2,3-dihydrobenzofuran-7-carboxylate (668) (466 mg, 1.63 mmol) in tetrahydrofuran (16 mL) at 0° C. was added LAH (1 mL, 1.96 mmol). The reaction was stirred at 0° C. for 1 hour and quenched with 0.2 mL of water, 0.2 mL of 15% NaOH and 0.6 mL of water. The reaction was warmed to room temperature and diluted with diethyl ether. Magnesium sulfate was added and the solution was filtered, washed with diethyl ether, and the solvent removed in vacuo to provid...